Task: describe an organic reaction: reactants, conditions, products, and yield. Dataset: the Open Reaction Database (ORD), a public repository of structured organic reaction records The solvent is N1=CC=CC=C1 (Pyridine). Reaction SMILES: [CH3:1][NH2:2].[NH2:3][C:4]1[C:5]([F:28])=[CH:6][C:7]([F:27])=[C:8]([N:10]2[C:19]3[C:14](=[CH:15][C:16]([F:22])=[C:17](F)[C:18]=3[CH3:20])[C:13](=[O:23])[C:12]([C:24]([OH:26])=[O:25])=[CH:11]2)[CH:9]=1>N1C=CC=CC=1>[NH2:3][C:4]1[C:5]([F:28])=[CH:6][C:7]([F:27])=[C:8]([N:10]2[C:19]3[C:14](=[CH:15][C:16]([F:22])=[C:17]([NH:2][CH3:1])[C:18]=3[CH3:20])[C:13](=[O:23])[C:12]([C:24]([OH:26])=[O:25])=[CH:11]2)[CH:9]=1. Run at temperature 70 celsius, time 8 hour. Starting materials: aqueous solution, CN (methylamine), NC=1C(=CC(=C(C1)N1C=C(C(C2=CC(=C(C(=C12)C)F)F)=O)C(=O)O)F)F (1(5-amino-2,4-difluorophenyl)-6,7-difluoro-8-methyl-4-oxo-1,4-dihydroquinoline-3-carboxylic acid). Procedure: Pyridine (200 mg) and a 40% aqueous solution (250 mg) of methylamine were added to 1(5-amino-2,4-difluorophenyl)-6,7-difluoro-8-methyl-4-oxo-1,4-dihydroquinoline-3-carboxylic acid (100 mg), arid the mixture was heated and stirred overnight at 70° C. After the solvent was distilled off under reduced pressure, and ethanol (2 ml) and acetic acid (1 drop) were added to the residue to stir the mixture, solids deposited were collected by filtration and washed successively with ethanol and diethyl ethe... Product: NC=1C(=CC(=C(C1)N1C=C(C(C2=CC(=C(C(=C12)C)NC)F)=O)C(=O)O)F)F (1-(5-Amino-2,4-difluorophenyl)-6-fluoro-8-methyl-7-methylamino-4-oxo-1,4-dihydroquinoline-3-carboxylic Acid). The reactants are O=C(OOC(=O)c1ccccc1)c1ccccc1, C1OCOCO1, CCCCCCC, O=CO, Cc1cc(C2=CC(C)(C)CC(C)(C)C2)ccc1F. The product is Cc1cc(C2=C(C=O)C(C)(C)CC(C)(C)C2)ccc1F. RXN SMILES: [C:28]([O:29][O:30][C:31](=[O:32])[c:33]1[cH:34][cH:35][cH:36][cH:37][cH:38]1)(=[O:39])[c:40]1[cH:41][cH:42][cH:43][cH:44][cH:45]1.[CH2:22]1[O:23][CH2:24][O:25][CH2:26][O:27]1.[CH3:46][CH2:47][CH2:48][CH2:49][CH2:50][CH2:51][CH3:52].[CH:19](=[O:20])[OH:21].[F:1][c:2]1[c:3]([CH3:18])[cH:4][c:5]([C:8]2=[CH:9][C:10]([CH3:16])([CH3:17])[CH2:11][C:12]([CH3:14])([CH3:15])[CH2:13]2)[cH:6][cH:7]1>>[F:1][c:2]1[c:3]([CH3:18])[cH:4][c:5]([C:8]2=[C:9]([CH:19]=[O:20])[C:10]([CH3:16])([CH3:17])[CH2:11][C:12]([CH3:14])([CH3:15])[CH2:13]2)[cH:6][cH:7]1. The reactants are CC#N, CCc1cc(C=O)ccc1N=C1SCC2(CCCC2)N1C1CCCC1. Yields the product CCc1cc(C=CC#N)ccc1N=C1SCC2(CCCC2)N1C1CCCC1. RXN SMILES: [CH3:26][C:27]#[N:28].[CH:1](=[O:2])[c:3]1[cH:4][c:5]([CH2:24][CH3:25])[c:6]([N:9]=[C:10]2[N:11]([CH:19]3[CH2:20][CH2:21][CH2:22][CH2:23]3)[C:12]3([CH2:13][S:14]2)[CH2:15][CH2:16][CH2:17][CH2:18]3)[cH:7][cH:8]1>>[CH:1]([c:3]1[cH:4][c:5]([CH2:24][CH3:25])[c:6]([N:9]=[C:10]2[N:11]([CH:19]3[CH2:20][CH2:21][CH2:22][CH2:23]3)[C:12]3([CH2:13][S:14]2)[CH2:15][CH2:16][CH2:17][CH2:18]3)[cH:7][cH:8]1)=[CH:26][C:27]#[N:28]. Reactants: S(O)(O)(=O)=O (sulphuric acid), C1N2CN3CN1CN(C2)C3 (Hexamethylenetetramine), FC(C1=CC=C(C=C1)O)(F)F (4-trifluoromethylphenol), O (water). The solvent is FC(C(=O)O)(F)F (trifluoroacetic acid). Reaction conditions: time 4 hour. Product: FC(C=1C=CC(=C(C=O)C1)O)(F)F (5-trifluoromethyl-2-hydroxybenzaldehyde). Reaction SMILES: [CH2:1]1N2CN3CN(C2)CN1C3.[F:11][C:12]([F:21])([F:20])[C:13]1[CH:18]=[CH:17][C:16]([OH:19])=[CH:15][CH:14]=1.[OH2:22].S(=O)(=O)(O)O>FC(F)(F)C(O)=O>[F:11][C:12]([F:20])([F:21])[C:13]1[CH:14]=[CH:15][C:16]([OH:19])=[C:17]([CH:18]=1)[CH:1]=[O:22]. Procedure: Hexamethylenetetramine (47.5 g) was added portionwise to a stirred solution of 4-trifluoromethylphenol (50 g) in trifluoroacetic acid (680 ml) and the mixture was heated at reflux temperature for 24 hours. After cooling, water (355 ml) was added followed by aqueous sulphuric acid (50% v/v, 190 ml) and the reaction was stirred at ambient temperature for 4 hours. The acidic aqueous phase was extracted with diethyl ether (3×500 ml). The combined organic extracts were washed with hydrochloric acid (... Run at temperature 110 celsius, time 48 hour. As a reaction SMILES: [I:1][C:2]1[CH:3]=[CH:4][C:5]([NH:8][C:9](=O)[C:10]([CH3:13])([CH3:12])[CH3:11])=[N:6][CH:7]=1.COC1C=CC(P2(SP(C3C=CC(OC)=CC=3)(=S)S2)=[S:24])=CC=1>C1(C)C=CC=CC=1>[I:1][C:2]1[CH:3]=[CH:4][C:5]([NH:8][C:9](=[S:24])[C:10]([CH3:13])([CH3:12])[CH3:11])=[N:6][CH:7]=1. Yields the product IC=1C=CC(=NC1)NC(C(C)(C)C)=S (N-(5-iodo-pyridin-2-yl)-2,2-dimethyl-thiopropionamide), oil. Reactants: IC=1C=CC(=NC1)NC(C(C)(C)C)=O (N-(5-iodopyridin-2-yl)pivalamide), COC=1C=CC(=CC1)P2(=S)SP(=S)(S2)C=3C=CC(=CC3)OC (Lawesson's reagent). Procedure details: N-(5-Iodo-pyridin-2-yl)-2,2-dimethyl-propionamide (example 39, step 1) (5.8 g, 19.1 mmol) was dissolved in 30 ml of toluene and Lawesson's reagent (7.7 g, 19.1 mmol, 1 equiv.) was added at room temperature. The reaction mixture was stirred for 48 hours at 110° C. The crude product was purified by flash chromatography by directly loading the cooled toluene reaction mixture onto a 300 g silica gel column and eluting with heptane:ethyl acetate 100:0→80:20. The desired N-(5-iodo-pyridin-2-yl)-2,2-di... Yield: 75.0%. Run in C1(=CC=CC=C1)C (toluene). Starting materials: O=[N+]([O-])c1cnc2cc(OCc3ccccc3)ccc2c1O, ClCCl, CN(C)C=O, O, O=P(Cl)(Cl)Cl. Product: O=[N+]([O-])c1cnc2cc(OCc3ccccc3)ccc2c1Cl. Reaction SMILES: [CH2:6]([c:7]1[cH:8][cH:9][cH:10][cH:11][cH:12]1)[O:13][c:14]1[cH:15][cH:16][c:17]2[c:18]([OH:27])[c:19]([N+:24](=[O:25])[O-:26])[cH:20][n:21][c:22]2[cH:23]1.[Cl:34][CH2:35][Cl:36].[O:29]=[CH:30][N:31]([CH3:32])[CH3:33].[OH2:28].[P:1]([Cl:2])([Cl:3])([Cl:4])=[O:5]>>[Cl:3][c:18]1[c:17]2[cH:16][cH:15][c:14]([O:13][CH2:6][c:7]3[cH:8][cH:9][cH:10][cH:11][cH:12]3)[cH:23][c:22]2[n:21][cH:20][c:19]1[N+:24](=[O:25])[O-:26].